Dataset: the Open Reaction Database (ORD), a public repository of structured organic reaction records. Task: describe an organic reaction: reactants, conditions, products, and yield Reactants: c1cc2c(cc1CN1CCNCC1)OCO2, CCO, CN1C(=O)c2ccccc2N(C(=O)CCl)c2ncccc21, [Na+], [Na+], O=C([O-])[O-]. The product is CN1C(=O)c2ccccc2N(C(=O)CN2CCN(Cc3ccc4c(c3)OCO4)CC2)c2ncccc21. RXN SMILES: [CH2:28]1[O:29][c:30]2[cH:31][c:32]([CH2:33][N:34]3[CH2:35][CH2:36][NH:37][CH2:38][CH2:39]3)[cH:40][cH:41][c:42]2[O:43]1.[CH3:44][CH2:45][OH:46].[Cl:1][CH2:2][C:3](=[O:4])[N:5]1[c:6]2[c:7]([cH:18][cH:19][cH:20][n:21]2)[N:8]([CH3:17])[C:9](=[O:16])[c:10]2[c:11]1[cH:12][cH:13][cH:14][cH:15]2.[Na+:22].[Na+:23].[O-:24][C:25](=[O:26])[O-:27]>>[CH2:2]([C:3](=[O:4])[N:5]1[c:6]2[c:7]([cH:18][cH:19][cH:20][n:21]2)[N:8]([CH3:17])[C:9](=[O:16])[c:10]2[c:11]1[cH:12][cH:13][cH:14][cH:15]2)[N:37]1[CH2:36][CH2:35][N:34]([CH2:33][c:32]2[cH:31][c:30]3[c:42]([cH:41][cH:40]2)[O:43][CH2:28][O:29]3)[CH2:39][CH2:38]1. The reactants are C(C)(C)(C)OC(=O)N1C(\C(\C2=CC=C(C=C12)Cl)=C/C1=C(C=CC(=C1)Br)OCC(F)(F)F)=O (Z-3-[5-bromo-2-(2,2,2-trifluoro-ethoxy)-benzylidene]-6-chloro-2-oxo-2,3-dihydro-indole-1-carboxylic acid tert-butyl ester), FC=1C=CC(=C(C1)C=NC(=C)O[Si](C)(C)C)C (1-(5-fluoro-2-methylphenyl)-3-trimethylsilyoxy-2-aza-1,3-butadiene). Solvent: ClCCl (dichloromethane), C1(=CC=CC=C1)C (toluene). Yields the product FC(C(=O)O)(F)F (trifluoroacetic acid), BrC=1C=CC(=C(C1)C1C2(C(NC(C1)=O)C1=C(C=CC(=C1)F)C)C(NC1=CC(=CC=C12)Cl)=O)OCC(F)(F)F (racemic (2′S,3S,4′R)-4′-[5-bromo-2-(2,2,2-trifluoro-ethoxy)-phenyl]-6-chloro-2′-(5-fluoro-2-methylphenyl)spiro[3H-indole-3,3′-piperidine]-2,6′(1H)-dione). Isolated yield 9.8%. Reaction SMILES: C(OC([N:8]1[C:16]2[C:11](=[CH:12][CH:13]=[C:14]([Cl:17])[CH:15]=2)/[C:10](=[CH:18]/[C:19]2[CH:24]=[C:23]([Br:25])[CH:22]=[CH:21][C:20]=2[O:26][CH2:27][C:28]([F:31])([F:30])[F:29])/[C:9]1=[O:32])=O)(C)(C)C.[F:33][C:34]1[CH:35]=[CH:36][C:37]([CH3:49])=[C:38]([CH:40]=[N:41][C:42]([O:44][Si](C)(C)C)=[CH2:43])[CH:39]=1>C1(C)C=CC=CC=1.ClCCl>[F:29][C:28]([F:31])([F:30])[C:27]([OH:44])=[O:26].[Br:25][C:23]1[CH:22]=[CH:21][C:20]([O:26][CH2:27][C:28]([F:30])([F:29])[F:31])=[C:19]([CH:18]2[CH2:43][C:42](=[O:44])[NH:41][CH:40]([C:38]3[CH:39]=[C:34]([F:33])[CH:35]=[CH:36][C:37]=3[CH3:49])[C:10]32[C:11]2[C:16](=[CH:15][C:14]([Cl:17])=[CH:13][CH:12]=2)[NH:8][C:9]3=[O:32])[CH:24]=1. Procedure: In a manner similar to the method described in Example 228d, E/Z-3-[5-bromo-2-(2,2,2-trifluoro-ethoxy)-benzylidene]-6-chloro-2-oxo-2,3-dihydro-indole-1-carboxylic acid tert-butyl ester (1.06 g, 2 mmol) was reacted with 1-(5-fluoro-2-methylphenyl)-3-trimethylsilyoxy-2-aza-1,3-butadiene (10 mmol) in toluene and then trifluoroacetic acid in dichloromethane to give title compound as a white solid (0.06 g). The reactants are O=C(OO)c1cccc(Cl)c1, C1CCOC1, O, O=C(CCc1oc(-n2cnc3ccccc32)nc1-c1ccc(Cl)cc1)N1CCSC1. The product is O=C(CCc1oc(-n2cnc3ccccc32)nc1-c1ccc(Cl)cc1)N1CCS(=O)C1. RXN SMILES: [Cl:36][c:37]1[cH:38][cH:39][cH:40][c:41]([C:42]([O:43][OH:44])=[O:45])[cH:46]1.[O:31]1[CH2:32][CH2:33][CH2:34][CH2:35]1.[OH2:47].[n:1]1(-[c:10]2[o:11][c:12]([CH2:22][CH2:23][C:24](=[O:25])[N:26]3[CH2:27][S:28][CH2:29][CH2:30]3)[c:13](-[c:15]3[cH:16][cH:17][c:18]([Cl:21])[cH:19][cH:20]3)[n:14]2)[cH:2][n:3][c:4]2[c:5]1[cH:6][cH:7][cH:8][cH:9]2>>[n:1]1(-[c:10]2[o:11][c:12]([CH2:22][CH2:23][C:24](=[O:25])[N:26]3[CH2:27][S:28](=[O:31])[CH2:29][CH2:30]3)[c:13](-[c:15]3[cH:16][cH:17][c:18]([Cl:21])[cH:19][cH:20]3)[n:14]2)[cH:2][n:3][c:4]2[c:5]1[cH:6][cH:7][cH:8][cH:9]2. Starting materials: CN(CC(=O)N(C)c1ccc(CO)cc1)C(=O)OCc1ccccc1, CI, [H-], [Na+], CN(C)C=O, O. Yields the product COCc1ccc(N(C)C(=O)CN(C)C(=O)OCc2ccccc2)cc1. As a reaction SMILES: [CH2:1]([c:2]1[cH:3][cH:4][cH:5][cH:6][cH:7]1)[O:8][C:9]([N:10]([CH3:11])[CH2:12][C:13]([N:14]([CH3:15])[c:16]1[cH:17][cH:18][c:19]([CH2:22][OH:23])[cH:20][cH:21]1)=[O:24])=[O:25].[CH3:28][I:29].[H-:26].[Na+:27].[O:31]=[CH:32][N:33]([CH3:34])[CH3:35].[OH2:30]>>[CH2:1]([c:2]1[cH:3][cH:4][cH:5][cH:6][cH:7]1)[O:8][C:9]([N:10]([CH3:11])[CH2:12][C:13]([N:14]([CH3:15])[c:16]1[cH:17][cH:18][c:19]([CH2:22][O:23][CH3:28])[cH:20][cH:21]1)=[O:24])=[O:25]. The reactants are N(N)C(C(=O)NC1=CC=C(C=C1)[C@@H]1CC[C@H](CC1)C(=O)OC)=O (methyl trans-4-(4-{[hydrazino(oxo) acetyl]amino}phenyl)cyclohexanecarboxylate), N(N)C(C(=O)NC1=CC=C(C=C1)[C@@H]1CC[C@H](CC1)C(=O)OC)=O (methyl trans-4-(4-{[hydrazino(oxo) acetyl]amino}phenyl)cyclohexanecarboxylate), FC1=C(C=C(C(=C1)F)F)N=C=S (2,4,5-trifluorophenylisothiocyanate). The product is FC1=C(C=C(C(=C1)F)F)NC1=NN=C(O1)C(=O)NC1=CC=C(C=C1)[C@@H]1CC[C@H](CC1)C(=O)OC (Methyl trans-4-{4-[({5-[(2,4,5-trifluorophenyl)amino]-1,3,4-oxadiazol-2-yl}carbonyl)amino]phenyl}cyclohexanecarboxylate). As a reaction SMILES: [NH:1]([C:3](=[O:23])[C:4]([NH:6][C:7]1[CH:12]=[CH:11][C:10]([C@H:13]2[CH2:18][CH2:17][C@H:16]([C:19]([O:21][CH3:22])=[O:20])[CH2:15][CH2:14]2)=[CH:9][CH:8]=1)=[O:5])[NH2:2].[F:24][C:25]1[CH:30]=[C:29]([F:31])[C:28]([F:32])=[CH:27][C:26]=1[N:33]=[C:34]=S>>[F:24][C:25]1[CH:30]=[C:29]([F:31])[C:28]([F:32])=[CH:27][C:26]=1[NH:33][C:34]1[O:23][C:3]([C:4]([NH:6][C:7]2[CH:8]=[CH:9][C:10]([C@H:13]3[CH2:14][CH2:15][C@H:16]([C:19]([O:21][CH3:22])=[O:20])[CH2:17][CH2:18]3)=[CH:11][CH:12]=2)=[O:5])=[N:1][N:2]=1. Procedure details: Following the procedure of Example 105 except that methyl trans-4-(4-{[hydrazino(oxo) acetyl]amino}phenyl)cyclohexanecarboxylate (Intermediate 44) and 2,4,5-trifluorophenylisothiocyanate were used as starting materials the title compound was obtained as solid; 1H NMR δ 1.47 (1H, s), 1.49 (2H, d), 1.52 (1H, s), 1.85 (2H, d), 2.01 (2H, d), 2.45 (1H+DMSO, m), 2.53-2.56 (1H, m), 3.62 (3H, s), 7.22-7.24 (2H, m), 7.68 (1H, s), 7.71 (2H, q), 8.15-8.18 (1H, m), 10.96 (1H, s), 11.04 (1H, s) MS m/e MH+ 47... The reactants are [O-]B([O-])Oc1ccc2c(c1)OCCCO2, CN(Cc1ccc(NC(=O)C2=Cc3cc(Br)ccc3S(=O)(=O)CC2)cc1)C1CCOCC1, O=C([O-])[O-], CCO, [K+], [K+], O, Cc1ccccc1. The product is CN(Cc1ccc(NC(=O)C2=Cc3cc(-c4ccc5c(c4)OCCCO5)ccc3S(=O)(=O)CC2)cc1)C1CCOCC1. As a reaction SMILES: [B:33]([O-:34])([O-:46])[O:47][c:35]1[cH:36][c:37]2[c:38]([cH:44][cH:45]1)[O:39][CH2:40][CH2:41][CH2:42][O:43]2.[Br:1][c:2]1[cH:3][cH:4][c:5]2[c:6]([cH:32]1)[CH:7]=[C:8]([C:14](=[O:15])[NH:16][c:17]1[cH:18][cH:19][c:20]([CH2:23][N:24]([CH:25]3[CH2:26][CH2:27][O:28][CH2:29][CH2:30]3)[CH3:31])[cH:21][cH:22]1)[CH2:9][CH2:10][S:11]2(=[O:12])=[O:13].[C:48](=[O:49])([O-:50])[O-:51].[CH2:55]([OH:56])[CH3:57].[K+:52].[K+:53].[OH2:54].[c:58]1([CH3:59])[cH:60][cH:61][cH:62][cH:63][cH:64]1>>[c:2]1(-[c:35]2[cH:36][c:37]3[c:38]([cH:44][cH:45]2)[O:39][CH2:40][CH2:41][CH2:42][O:43]3)[cH:3][cH:4][c:5]2[c:6]([cH:32]1)[CH:7]=[C:8]([C:14](=[O:15])[NH:16][c:17]1[cH:18][cH:19][c:20]([CH2:23][N:24]([CH:25]3[CH2:26][CH2:27][O:28][CH2:29][CH2:30]3)[CH3:31])[cH:21][cH:22]1)[CH2:9][CH2:10][S:11]2(=[O:12])=[O:13]. RXN SMILES: [CH2:1]([O:8][C:9]1[C:18]2[C:13](=[CH:14][C:15]([C:19]#[N:20])=[CH:16][CH:17]=2)[CH:12]=[C:11]([C:21]([O:23]CC)=[O:22])[CH:10]=1)[C:2]1[CH:7]=[CH:6][CH:5]=[CH:4][CH:3]=1.Cl.CCO.[K+].[Br-]>C1COCC1.CO.O>[CH2:1]([O:8][C:9]1[C:18]2[C:13](=[CH:14][C:15]([C:19]#[N:20])=[CH:16][CH:17]=2)[CH:12]=[C:11]([C:21]([OH:23])=[O:22])[CH:10]=1)[C:2]1[CH:7]=[CH:6][CH:5]=[CH:4][CH:3]=1 |f:3.4,5.6.7|. The solvent is C1CCOC1.CO.O (THF CH3OH H2O). Procedure: A solution of 13 (8.67 g, 26.2 mmol) in 260 mL of THF--CH3OH--H2O (3:1:1) was treated with LiOH--H2O (5.49 g, 131 mmol, 5 equiv) and the mixture was stirred at 25° C. for 25 h. The solution was acidified with the addition of 10% aqueous HCl (pH<1) and the product partially precipitated. The product was collected by filtration and the remaining aqueous phase was extracted with EtOAc (3×200 mL). The combined organic layers were dried (MgSO4) and concentrated in vacuo to afford a combined 14 (7.94 ... Conditions: temperature 25 celsius, time 25 hour. Product: C(C1=CC=CC=C1)OC1=CC(=CC2=CC(=CC=C12)C#N)C(=O)O (4-Benzyloxy-7-cyano-2-naphthalenecarboxylic Acid). Starting materials: CCO (EtOH), [K+].[Br-] (KBr), C(C1=CC=CC=C1)OC1=CC(=CC2=CC(=CC=C12)C#N)C(=O)OCC (Ethyl 4-Benzyloxy-7-cyano-2-naphthalenecarboxylate), LiOH-, Cl (HCl).